From a dataset of the Open Reaction Database (ORD), a public repository of structured organic reaction records. describe an organic reaction: reactants, conditions, products, and yield The reactants are CC=CCBr, CC(=O)Nc1ccc(Nc2c(N)cc(C(=O)O)cc2S(=O)(=O)Nc2ccc(NC(C)=O)cc2)cc1, [K+], [OH-], O. As a reaction SMILES: [Br:38][CH2:39][CH:40]=[CH:41][CH3:42].[C:1]([CH3:2])(=[O:3])[NH:4][c:5]1[cH:6][cH:7][c:8]([NH:11][c:12]2[c:13]([NH2:35])[cH:14][c:15]([C:16](=[O:17])[OH:18])[cH:19][c:20]2[S:21]([NH:22][c:23]2[cH:24][cH:25][c:26]([NH:29][C:30]([CH3:31])=[O:32])[cH:27][cH:28]2)(=[O:33])=[O:34])[cH:9][cH:10]1.[K+:37].[OH-:36].[OH2:43]>>[C:1]([CH3:2])(=[O:3])[NH:4][c:5]1[cH:6][cH:7][c:8]([NH:11][c:12]2[c:13]([NH:35][CH2:39][CH:40]=[CH:41][CH3:42])[cH:14][c:15]([C:16](=[O:17])[OH:18])[cH:19][c:20]2[S:21]([NH:22][c:23]2[cH:24][cH:25][c:26]([NH:29][C:30]([CH3:31])=[O:32])[cH:27][cH:28]2)(=[O:33])=[O:34])[cH:9][cH:10]1. Yields the product CC=CCNc1cc(C(=O)O)cc(S(=O)(=O)Nc2ccc(NC(C)=O)cc2)c1Nc1ccc(NC(C)=O)cc1. Conditions: temperature 100 celsius, time 20 hour. Reactants: C(CS)N.Cl (cysteaminium chloride), [OH-].[K+] (potassium hydroxide), Cl (hydrochloric acid), ClC1=CC=2C(C3=CC=CC=C3SC2C=C1)=O (2-chlorothioxanthone), CN1CCCN(C1=O)C (dimethylpropyl-eneurea). Run in O (water), C1(=CC=CC=C1)C (toluene). Reported procedure: 17.0 g (0.15 mol) of cysteaminium chloride and 19.8 g (0.3 mol) of potassium hydroxide are boiled for 3 hours on a water separator in 180 ml of toluene. 24.6 g (0.1 mol) of 2-chlorothioxanthone and 180 mol of dimethylpropyl-eneurea are added to the evaporated residue, and the mixture is stirred for 20 hours at 100° C. The reaction mixture is poured into 1 l of 2N hydrochloric acid and the aqueous phase is extracted with ethyl acetate. The aqueous phase is then adjusted to pH 10 and extracted wit... The product is NCCSC1=CC=2C(C3=CC=CC=C3SC2C=C1)=O (2-(2-Aminoethylthio)thioxanthone). As a reaction SMILES: [CH2:1]([NH2:4])[CH2:2][SH:3].Cl.[OH-].[K+].Cl[C:9]1[CH:22]=[CH:21][C:20]2[S:19][C:18]3[C:13](=[CH:14][CH:15]=[CH:16][CH:17]=3)[C:12](=[O:23])[C:11]=2[CH:10]=1.CN1C(=O)N(C)CCC1.Cl>C1(C)C=CC=CC=1.O>[NH2:4][CH2:1][CH2:2][S:3][C:15]1[CH:16]=[CH:17][C:18]2[S:19][C:20]3[C:11](=[CH:10][CH:9]=[CH:22][CH:21]=3)[C:12](=[O:23])[C:13]=2[CH:14]=1 |f:0.1,2.3|. The reactants are [H-].[Na+] (sodium hydride), C(CCCC(=O)OC)(=O)OC (dimethyl glutarate), C1(=CC=CC2=CC=CC=C12)C=O (1-naphthaldehyde), aqueous solution, [OH-].[Na+] (sodium hydroxide). Solvent: CO (methanol). Product: C1(=CC=CC2=CC=CC=C12)C=C(C(=O)O)CCC(=O)O (2-(1 -naphthylmethylene)glutaric acid). The yield is 42.8%. As a reaction SMILES: [H-].[Na+].[C:3]([O:12]C)(=[O:11])[CH2:4][CH2:5][CH2:6][C:7]([O:9]C)=[O:8].[C:14]1([CH:24]=O)[C:23]2[C:18](=[CH:19][CH:20]=[CH:21][CH:22]=2)[CH:17]=[CH:16][CH:15]=1.[OH-].[Na+]>CO>[C:14]1([CH:24]=[C:4]([CH2:5][CH2:6][C:7]([OH:9])=[O:8])[C:3]([OH:12])=[O:11])[C:23]2[C:18](=[CH:19][CH:20]=[CH:21][CH:22]=2)[CH:17]=[CH:16][CH:15]=1 |f:0.1,4.5|. Procedure details: 8.17 g (0.19 mole) of sodium hydride (as a 55% w/w dispersion in mineral oil) were added, with ice-cooling, to a solution of 25 g (0.16 mole) of dimethyl glutarate and 23.4 g (0.16 mole) of 1-naphthaldehyde dissolved in 200 ml of anhydrous methanol. The mixture was heated under reflux for 30 minutes, after which 190 ml (0.19 mole) of a 1N aqueous solution of sodium hydroxide were added and the mixture was heated under reflux for a further 1 hour. The solvent was then removed by distillation unde... Run at temperature -78 celsius, time 15 minute. Run in C(Cl)Cl (CH2Cl2). Reaction SMILES: [Br:1][C:2]1[CH:3]=[CH:4][C:5]([O:19]C)=[C:6]([CH2:8][CH2:9][C:10]2[C:17]([Cl:18])=[CH:16][CH:15]=[CH:14][C:11]=2[C:12]#[N:13])[CH:7]=1.B(Br)(Br)Br>C(Cl)Cl>[Br:1][C:2]1[CH:3]=[CH:4][C:5]([OH:19])=[C:6]([CH2:8][CH2:9][C:10]2[C:17]([Cl:18])=[CH:16][CH:15]=[CH:14][C:11]=2[C:12]#[N:13])[CH:7]=1. Starting materials: BrC=1C=CC(=C(C1)CCC1=C(C#N)C=CC=C1Cl)OC (2-[2-(5-bromo-2-methoxyphenyl)-ethyl]-3-chlorobenzonitrile), B(Br)(Br)Br (boron tribromide). Reported procedure: A solution of 2-[2-(5-bromo-2-methoxyphenyl)-ethyl]-3-chlorobenzonitrile (0.187 g, 1.0 equiv) in CH2Cl2 (2.5 mL) was allowed to stir under an atmosphere of argon at −78° C. To this solution was added boron tribromide (1.0 M in CH2Cl2, 2.65 mL, 5.0 equiv). After 15 min at −78° C., the solution was allowed to warm to room temperature and stir overnight. The reaction was quenched by the addition of water and the solution was extracted with EtOAc. The organic phase was dried over Na2SO4, filtered an... Yield: 80.2%. Yields the product BrC=1C=CC(=C(C1)CCC1=C(C#N)C=CC=C1Cl)O (2-[2-(5-bromo-2-hydroxyphenyl)-ethyl]-3-chlorobenzonitrile).